Dataset: the Open Reaction Database (ORD), a public repository of structured organic reaction records. Task: describe an organic reaction: reactants, conditions, products, and yield Reactants: [N+](=O)([O-])C1=CC=C(O[C@@H]2[C@]3(C)[C@@H](CC2)[C@@H]2CC[C@H]4N(C(CC[C@]4(C)[C@H]2CC3)=O)C)C=C1 (17β-(4-nitrophenoxy)-4-methyl-5α-4-azaandrostan-3-one), Cl (HCl). Reagents/catalysts: O=[Pt]=O (PtO2). Solvent: CO (MeOH), C(C)O (ethanol). Yields the product Cl.NC1=CC=C(O[C@@H]2[C@]3(C)[C@@H](CC2)[C@@H]2CC[C@H]4N(C(CC[C@]4(C)[C@H]2CC3)=O)C)C=C1 (17β-(4-aminophenoxy)-4-methyl-5α-4-azaandrostan-3-one hydrochloride). As a reaction SMILES: [N+:1]([C:4]1[CH:31]=[CH:30][C:7]([O:8][C@H:9]2[CH2:14][CH2:13][C@H:12]3[C@H:15]4[C@H:25]([CH2:26][CH2:27][C@:10]23[CH3:11])[C@:23]2([CH3:24])[C@H:18]([N:19]([CH3:29])[C:20](=[O:28])[CH2:21][CH2:22]2)[CH2:17][CH2:16]4)=[CH:6][CH:5]=1)([O-])=O.[ClH:32]>CO.C(O)C.O=[Pt]=O>[ClH:32].[NH2:1][C:4]1[CH:5]=[CH:6][C:7]([O:8][C@H:9]2[CH2:14][CH2:13][C@H:12]3[C@H:15]4[C@H:25]([CH2:26][CH2:27][C@:10]23[CH3:11])[C@:23]2([CH3:24])[C@H:18]([N:19]([CH3:29])[C:20](=[O:28])[CH2:21][CH2:22]2)[CH2:17][CH2:16]4)=[CH:30][CH:31]=1 |f:5.6|. Procedure: 17β-(4-nitrophenoxy)-4-methyl-5α-4-azaandrostan-3-one (938 mg, 2.2 mmole) in MeOH (70 ml) was hydrogenated at 40 psi in the presence of PtO2 (400 mg) for 90 mins. To the resulting mixture was added 5% conc. HCl in absolute ethanol (4 ml) under N2, and then the mixture was filtered through a pad of celite. The filtrate was concentrated, vacuum dried, and then triturated with CH2Cl2 -hexane to give the title product, mp. 307°-310° C. Reactants: Clc1ccc(Br)cn1, O=C([O-])[O-], Cc1ccccc1, COc1ccccc1N(C)C(=O)c1ccc(Cl)c(B2OC(C)(C)C(C)(C)O2)c1, [Na+], [Na+], O, c1ccc(P(c2ccccc2)(c2ccccc2)[Pd](P(c2ccccc2)(c2ccccc2)c2ccccc2)(P(c2ccccc2)(c2ccccc2)c2ccccc2)P(c2ccccc2)(c2ccccc2)c2ccccc2)cc1. Product: COc1ccccc1N(C)C(=O)c1ccc(Cl)c(-c2ccc(Cl)nc2)c1. Reaction SMILES: [Br:36][c:37]1[cH:38][cH:39][c:40]([Cl:43])[n:41][cH:42]1.[C:44](=[O:45])([O-:46])[O-:47].[CH3:1][c:2]1[cH:3][cH:4][cH:5][cH:6][cH:7]1.[Cl:8][c:9]1[c:10]([B:27]2[O:28][C:29]([CH3:30])([CH3:31])[C:32]([CH3:33])([CH3:34])[O:35]2)[cH:11][c:12]([C:13](=[O:14])[N:15]([CH3:16])[c:17]2[c:18]([O:23][CH3:24])[cH:19][cH:20][cH:21][cH:22]2)[cH:25][cH:26]1.[Na+:48].[Na+:49].[OH2:127].[cH:50]1[cH:51][cH:52][c:53]([P:54]([Pd:55]([P:56]([c:57]2[cH:58][cH:59][cH:60][cH:61][cH:62]2)([c:63]2[cH:64][cH:65][cH:66][cH:67][cH:68]2)[c:69]2[cH:70][cH:71][cH:72][cH:73][cH:74]2)([P:75]([c:76]2[cH:77][cH:78][cH:79][cH:80][cH:81]2)([c:82]2[cH:83][cH:84][cH:85][cH:86][cH:87]2)[c:88]2[cH:89][cH:90][cH:91][cH:92][cH:93]2)[P:94]([c:95]2[cH:96][cH:97][cH:98][cH:99][cH:100]2)([c:101]2[cH:102][cH:103][cH:104][cH:105][cH:106]2)[c:107]2[cH:108][cH:109][cH:110][cH:111][cH:112]2)([c:113]2[cH:114][cH:115][cH:116][cH:117][cH:118]2)[c:119]2[cH:120][cH:121][cH:122][cH:123][cH:124]2)[cH:125][cH:126]1>>[Cl:8][c:9]1[c:10](-[c:37]2[cH:38][cH:39][c:40]([Cl:43])[n:41][cH:42]2)[cH:11][c:12]([C:13](=[O:14])[N:15]([CH3:16])[c:17]2[c:18]([O:23][CH3:24])[cH:19][cH:20][cH:21][cH:22]2)[cH:25][cH:26]1. The reactants are [N+](=O)([O-])C=1C(=C(C=C(C1)[N+](=O)[O-])C(=O)O)Cl (3,5-dinitro-1-carboxy-2-chlorobenzene), C(C1=CC=CC=C1)N (benzylamine). The solvent is C(C)#N (acetonitrile), C(C)N(CC)CC (triethylamine). Reaction conditions: time 1 hour. The product is [N+](=O)([O-])C=1C(=C(C=C(C1)[N+](=O)[O-])C(=O)O)NCC1=CC=CC=C1 (3,5-dinitro-1-carboxy-2-(benzyl)aminobenzene). As a reaction SMILES: [N+:1]([C:4]1[C:5](Cl)=[C:6]([C:13]([OH:15])=[O:14])[CH:7]=[C:8]([N+:10]([O-:12])=[O:11])[CH:9]=1)([O-:3])=[O:2].[CH2:17]([NH2:24])[C:18]1[CH:23]=[CH:22][CH:21]=[CH:20][CH:19]=1>C(#N)C.C(N(CC)CC)C>[N+:1]([C:4]1[C:5]([NH:24][CH2:17][C:18]2[CH:23]=[CH:22][CH:21]=[CH:20][CH:19]=2)=[C:6]([C:13]([OH:15])=[O:14])[CH:7]=[C:8]([N+:10]([O-:12])=[O:11])[CH:9]=1)([O-:3])=[O:2]. Reported procedure: To 3,5-dinitro-1-carboxy-2-chlorobenzene (53 g) in acetonitrile (500 mL) and triethylamine (100 mL) was added benzylamine at 0° C. in a dropwise fashion. The reaction was allowed to warm to ambient temperature and stirred at ambient temperature for 1 hour. The solvent was removed under reduced pressure to afford the crude product, 3,5-dinitro-1-carboxy-2-(benzyl)aminobenzene. The product was dissolved in methanol/12N HCl (400 mL, 3:1, v/v), and was hydrogenated at 60 psi for 3 hours until H2 int... Reactants: NC1=CC2=C(SC3=C2C=CC=C3)C=C1 (2-Aminodibenzthiophene), N1(N=CN=C1)CC(=O)O (2-(1,2,4-triazol-1-yl)acetic acid), CCN=C=NCCCN(C)C (EDAC), resultant mixture, O.ON1N=NC2=C1C=CC=C2 (1-hydroxybenztriazole hydrate). Run in CN(C)C=O (DMF), O (water). The product is N1(N=CN=C1)CC(=O)NC1=CC2=C(SC3=C2C=CC=C3)C=C1 (2-(1,2,4-Triazol-1-ylmethylcarbonylamino)dibenzothiophene). Isolated yield 84.3%. Reaction SMILES: [NH2:1][C:2]1[CH:14]=[CH:13][C:5]2[S:6][C:7]3[CH:12]=[CH:11][CH:10]=[CH:9][C:8]=3[C:4]=2[CH:3]=1.[N:15]1([CH2:20][C:21](O)=[O:22])[CH:19]=[N:18][CH:17]=[N:16]1.O.ON1C2C=CC=CC=2N=N1.CCN=C=NCCCN(C)C>O.CN(C=O)C>[N:15]1([CH2:20][C:21]([NH:1][C:2]2[CH:14]=[CH:13][C:5]3[S:6][C:7]4[CH:12]=[CH:11][CH:10]=[CH:9][C:8]=4[C:4]=3[CH:3]=2)=[O:22])[CH:19]=[N:18][CH:17]=[N:16]1 |f:2.3|. Procedure: 2-Aminodibenzthiophene (Bull. Soc. Chim. Fr. (1 996), 133 (6), 597-610; 500 mg, 2.5 mmol) was dissolved DMF (10 ml) and 2-(1,2,4-triazol-1-yl)acetic acid (318 mg, 2.5 mmol) was added in one portion followed by 1-hydroxybenztriazole hydrate (383 mg, 5.0 mmol) and EDAC (960 mg, 5.0 mmol). The resultant mixture was stirred for 16 hours at ambient temperature then poured on to water (100 ml). A fine white solid was collected which was washed extensively with water, methanol (25 ml) and ether (25 ml)... Starting materials: CO, CCCc1c(Cn2ccnc2-c2cccc(F)n2)nc(C)nc1N=[N+]=[N-]. Product: CCCc1c(N)nc(C)nc1Cn1ccnc1-c1cccc(F)n1. Reaction SMILES: [CH3:27][OH:28].[N:1](=[N+:2]=[N-:3])[c:4]1[n:5][c:6]([CH3:26])[n:7][c:8]([CH2:13][n:14]2[c:15](-[c:19]3[n:20][c:21]([F:25])[cH:22][cH:23][cH:24]3)[n:16][cH:17][cH:18]2)[c:9]1[CH2:10][CH2:11][CH3:12]>>[NH2:1][c:4]1[n:5][c:6]([CH3:26])[n:7][c:8]([CH2:13][n:14]2[c:15](-[c:19]3[n:20][c:21]([F:25])[cH:22][cH:23][cH:24]3)[n:16][cH:17][cH:18]2)[c:9]1[CH2:10][CH2:11][CH3:12]. Reactants: O=C(Cl)C(=O)Cl, CC(C(=O)O)c1ccc2cc(F)ccc2c1, [H-], N, [Na+], c1ccccc1. Yields the product CC(C(N)=O)c1ccc2cc(F)ccc2c1. Reaction SMILES: [Cl:19][C:20]([C:21]([Cl:22])=[O:23])=[O:24].[F:3][c:4]1[cH:5][c:6]2[cH:7][cH:8][c:9]([CH:14]([C:15](=[O:16])[OH:17])[CH3:18])[cH:10][c:11]2[cH:12][cH:13]1.[H-:1].[NH3:25].[Na+:2].[cH:26]1[cH:27][cH:28][cH:29][cH:30][cH:31]1>>[F:3][c:4]1[cH:5][c:6]2[cH:7][cH:8][c:9]([CH:14]([C:15](=[O:16])[NH2:25])[CH3:18])[cH:10][c:11]2[cH:12][cH:13]1. Reactants: C(CCCCCCCCCS)S (1,10-decanedithiol), C([O-])([O-])=O.[K+].[K+] (potassium carbonate), ClC1=CC=C(C=C1)C(C(C)(N1CCOCC1)C)=O (1-(4-chlorophenyl)-2-methyl-2-morpholin-4-yl-propan-1-one). The solvent is CC(=O)N(C)C (dimethylacetamide), CC(=O)N(C)C (dimethylacetamide). Conditions: temperature 85 celsius, time 18 hour. Product: SCCCCCCCCCCSC1=CC=C(C=C1)C(C(C)(N1CCOCC1)C)=O (1-[4-(10-mercaptodecanylthio)-phenyl]-2-methyl-2-morpholine-4-yl-propane-1-one). RXN SMILES: [CH2:1]([SH:12])[CH2:2][CH2:3][CH2:4][CH2:5][CH2:6][CH2:7][CH2:8][CH2:9][CH2:10][SH:11].C(=O)([O-])[O-].[K+].[K+].Cl[C:20]1[CH:25]=[CH:24][C:23]([C:26](=[O:36])[C:27]([CH3:35])([N:29]2[CH2:34][CH2:33][O:32][CH2:31][CH2:30]2)[CH3:28])=[CH:22][CH:21]=1>CC(N(C)C)=O>[SH:12][CH2:1][CH2:2][CH2:3][CH2:4][CH2:5][CH2:6][CH2:7][CH2:8][CH2:9][CH2:10][S:11][C:20]1[CH:21]=[CH:22][C:23]([C:26](=[O:36])[C:27]([CH3:28])([N:29]2[CH2:30][CH2:31][O:32][CH2:33][CH2:34]2)[CH3:35])=[CH:24][CH:25]=1 |f:1.2.3|. Procedure: 51.7 g (0.25 mol) of 1,10-decanedithiol are added to a suspension of 13.9 g (0.10 mol) of potassium carbonate in 50 ml of dimethylacetamide. The suspension is heated to 85° C., and a solution of 13.4 g (0.05 mol) of 1-(4-chlorophenyl)-2-methyl-2-morpholin-4-yl-propan-1-one in 25 ml of dimethylacetamide is added dropwise over 5 h. After stirring for 18 h, the solid is filtered off, the filtrate is poured into 30 ml of 2N HCl solution. The formed white precipitate is collected by filtration and th... Product: COc1ccc(OCCc2cccc3c2CC(=O)N3)cc1. Starting materials: COc1ccc(O)cc1, CCOC(=O)N=NC(=O)OCC, C1CCOC1, O=C1Cc2c(CCO)cccc2N1, c1ccc(P(c2ccccc2)c2ccccc2)cc1. RXN SMILES: [CH3:45][O:46][c:47]1[cH:48][cH:49][c:50]([OH:53])[cH:51][cH:52]1.[O:1]=[C:2]([O:3][CH2:4][CH3:5])[N:6]=[N:7][C:8]([O:9][CH2:10][CH3:11])=[O:12].[O:54]1[CH2:55][CH2:56][CH2:57][CH2:58]1.[OH:32][CH2:33][CH2:34][c:35]1[c:36]2[c:40]([cH:41][cH:42][cH:43]1)[NH:39][C:38](=[O:44])[CH2:37]2.[c:13]1([P:14]([c:15]2[cH:16][cH:17][cH:18][cH:19][cH:20]2)[c:21]2[cH:22][cH:23][cH:24][cH:25][cH:26]2)[cH:27][cH:28][cH:29][cH:30][cH:31]1>>[O:32]([CH2:33][CH2:34][c:35]1[c:36]2[c:40]([cH:41][cH:42][cH:43]1)[NH:39][C:38](=[O:44])[CH2:37]2)[c:50]1[cH:49][cH:48][c:47]([O:46][CH3:45])[cH:52][cH:51]1. Reactants: C(C)(C)(C)OC(N(CC#C)CC1=CC(=C(C=C1)F)F)=O ((3,4-difluoro-benzyl)-prop-2-ynyl-carbamic acid tert-butyl ester), ClC1=CC=C(C=C1)I (4-chloroiodobenzene), N(C(C)C)C(C)C (iPr2NH). Reagents/catalysts: Cl[Pd]([P](C1=CC=CC=C1)(C2=CC=CC=C2)C3=CC=CC=C3)([P](C4=CC=CC=C4)(C5=CC=CC=C5)C6=CC=CC=C6)Cl (Pd(PPh3)2Cl2), [Cu]I (CuI). The solvent is ClCCl (dichloromethane), CCOCC (ether). Run at time 8 hour. The product is C(C)(C)(C)OC(N(CC1=CC(=C(C=C1)F)F)CC#CC1=CC=C(C=C1)Cl)=O ([3-(4-chloro-phenyl)-prop-2-ynyl]-(3,4-difluoro-benzyl)-carbamic acid tert-butyl ester). The yield is 58.2%. As a reaction SMILES: [C:1]([O:5][C:6](=[O:20])[N:7]([CH2:11][C:12]1[CH:17]=[CH:16][C:15]([F:18])=[C:14]([F:19])[CH:13]=1)[CH2:8][C:9]#[CH:10])([CH3:4])([CH3:3])[CH3:2].[Cl:21][C:22]1[CH:27]=[CH:26][C:25](I)=[CH:24][CH:23]=1.N(C(C)C)C(C)C>ClCCl.CCOCC.Cl[Pd](Cl)([P](C1C=CC=CC=1)(C1C=CC=CC=1)C1C=CC=CC=1)[P](C1C=CC=CC=1)(C1C=CC=CC=1)C1C=CC=CC=1.[Cu]I>[C:1]([O:5][C:6](=[O:20])[N:7]([CH2:8][C:9]#[C:10][C:25]1[CH:26]=[CH:27][C:22]([Cl:21])=[CH:23][CH:24]=1)[CH2:11][C:12]1[CH:17]=[CH:16][C:15]([F:18])=[C:14]([F:19])[CH:13]=1)([CH3:4])([CH3:2])[CH3:3] |^1:46,65|. Reported procedure: A mixture of (3,4-difluoro-benzyl)-prop-2-ynyl-carbamic acid tert-butyl ester (3.2 g, 11.4 mmol), 4-chloroiodobenzene (4.1 g, 17.2 mmol, 1.5 eq.), Pd(PPh3)2Cl2 (0.4 g. 0.57 mmol, 5 mol %), iPr2NH (4 mL, 28.5 mmol, 2.5 eq.) and CuI (0.435 g, 2.3 mmol, 0.2 eq.) in 100 mL dichloromethane was stirred overnight at room temperature. The solution was diluted with 300 mL ether and filtered through a CELITE pad to remove the insoluble components. The filtrate washed with 2×100 mL 1N HCl, 100 mL brine, dr... The reactants are CNC(=O)c1sccc1Nc1nc(Cl)ncc1Cl, CCN1C(=O)CCC(C)(C)c2ccc(N)cc21. Product: CCN1C(=O)CCC(C)(C)c2ccc(Nc3ncc(Cl)c(Nc4ccsc4C(=O)NC)n3)cc21. As a reaction SMILES: [CH3:18][NH:19][C:20](=[O:21])[c:22]1[s:23][cH:24][cH:25][c:26]1[NH:27][c:28]1[n:29][c:30]([Cl:35])[n:31][cH:32][c:33]1[Cl:34].[NH2:1][c:2]1[cH:3][cH:4][c:5]2[c:6]([cH:17]1)[N:7]([CH2:15][CH3:16])[C:8](=[O:14])[CH2:9][CH2:10][C:11]2([CH3:12])[CH3:13]>>[NH:1]([c:2]1[cH:3][cH:4][c:5]2[c:6]([cH:17]1)[N:7]([CH2:15][CH3:16])[C:8](=[O:14])[CH2:9][CH2:10][C:11]2([CH3:12])[CH3:13])[c:30]1[n:29][c:28]([NH:27][c:26]2[c:22]([C:20]([NH:19][CH3:18])=[O:21])[s:23][cH:24][cH:25]2)[c:33]([Cl:34])[cH:32][n:31]1.